From a dataset of the Open Reaction Database (ORD), a public repository of structured organic reaction records. describe an organic reaction: reactants, conditions, products, and yield Reactants: FC1=C(C(=O)NC2=NC(=CC=C2)C(=O)C2CCN(CC2)C)C(=CC(=C1)F)F (2,4,6-trifluoro-N-[6-(1-methyl-piperidine-4-carbonyl)-pyridin-2-yl]-benzamide), BrC1=NC(=CC=C1)Br (2,6-dibromopyridine), Grignard reagent, hemi-succinate salt, C(C)N(C(=O)C1CCN(CC1)C)CC (N,N-diethyl-1-methylpiperidine-4-carboxamide), Br (hydrobromic acid). Product: BrC1=CC=CC(=N1)C(=O)C1CCN(CC1)C ((6-bromopyridin-2-yl)(1-methylpiperidin-4-yl)methanone). As a reaction SMILES: FC1C=C(F)C=C(F)C=1C(N[C:7]1[CH:12]=[CH:11][CH:10]=[C:9]([C:13]([CH:15]2[CH2:20][CH2:19][N:18]([CH3:21])[CH2:17][CH2:16]2)=[O:14])[N:8]=1)=O.C(N(CC)C(C1CCN(C)CC1)=O)C.[Br:42]C1C=CC=C(Br)N=1.Br>>[Br:42][C:7]1[N:8]=[C:9]([C:13]([CH:15]2[CH2:20][CH2:19][N:18]([CH3:21])[CH2:17][CH2:16]2)=[O:14])[CH:10]=[CH:11][CH:12]=1. Reported procedure: The present invention is directed to a process for preparing 2,4,6-trifluoro-N-[6-(1-methyl-piperidine-4-carbonyl)-pyridin-2-yl]-benzamide or a pharmaceutically acceptable salt thereof e.g., the hemi-succinate salt comprising the step of: reacting N,N-diethyl-1-methylpiperidine-4-carboxamide (III) with a solution of 2,6-dibromopyridine and Grignard reagent followed by the addition of hydrobromic acid to yield (6-bromopyridin-2-yl)(1-methylpiperidin-4-yl)methanone (IV) hydrobromide. Starting materials: CSC(=NC#N)NC(C)(C)C, CCO, COCCO, NCCN1CCC(C(=O)c2ccc(F)cc2)CC1. Product: CC(C)(C)NC(=NCCN1CCC(C(=O)c2ccc(F)cc2)CC1)NC#N. Reaction SMILES: [C:19]([CH3:20])([CH3:21])([CH3:22])[NH:23][C:24]([S:25][CH3:26])=[N:27][C:28]#[N:29].[CH3:30][CH2:31][OH:32].[CH3:33][O:34][CH2:35][CH2:36][OH:37].[NH2:1][CH2:2][CH2:3][N:4]1[CH2:5][CH2:6][CH:7]([C:10]([c:11]2[cH:12][cH:13][c:14]([F:17])[cH:15][cH:16]2)=[O:18])[CH2:8][CH2:9]1>>[N:1]([CH2:2][CH2:3][N:4]1[CH2:5][CH2:6][CH:7]([C:10]([c:11]2[cH:12][cH:13][c:14]([F:17])[cH:15][cH:16]2)=[O:18])[CH2:8][CH2:9]1)=[C:24]([NH:23][C:19]([CH3:20])([CH3:21])[CH3:22])[NH:27][C:28]#[N:29]. Reactants: OCC1=CC=C(C=N1)B(O)O ([6-(hydroxymethyl)pyridin-3-yl]boronic acid), C([O-])([O-])=O.[Cs+].[Cs+] (caesium carbonate), ClCCl (dichloromethane), PdCl2(dppO'CH2Cl2], FC(S(=O)(=O)OC1=CC=CC=2NC3=CC=CC=C3C12)(F)F (4-trifluoromethanesulphonyloxycarbazole). Reagents/catalysts: C1=CC=C(C=C1)P([C-]2C=CC=C2)C3=CC=CC=C3.C1=CC=C(C=C1)P([C-]2C=CC=C2)C3=CC=CC=C3.Cl[Pd]Cl.[Fe+2] (1,1′-bis(diphenylphosphino)ferrocenepalladium(II) dichloride). Solvent: O1CCOCC1 (dioxane), O (water). The product is C1=CC=C(C=2C3=CC=CC=C3NC12)C=1C=CC(=NC1)CO ([5-(9H-carbazol-4-yl)pyridin-2-yl]methanol). The yield is 47.4%. As a reaction SMILES: [OH:1][CH2:2][C:3]1[N:8]=[CH:7][C:6](B(O)O)=[CH:5][CH:4]=1.C(=O)([O-])[O-].[Cs+].[Cs+].ClCCl.FC(F)(F)S(O[C:27]1[C:39]2[C:38]3[C:33](=[CH:34][CH:35]=[CH:36][CH:37]=3)[NH:32][C:31]=2[CH:30]=[CH:29][CH:28]=1)(=O)=O>O1CCOCC1.O.C1C=CC(P(C2C=CC=CC=2)[C-]2C=CC=C2)=CC=1.C1C=CC(P(C2C=CC=CC=2)[C-]2C=CC=C2)=CC=1.Cl[Pd]Cl.[Fe+2]>[CH:30]1[C:31]2[NH:32][C:33]3[C:38](=[CH:37][CH:36]=[CH:35][CH:34]=3)[C:39]=2[C:27]([C:6]2[CH:5]=[CH:4][C:3]([CH2:2][OH:1])=[N:8][CH:7]=2)=[CH:28][CH:29]=1 |f:1.2.3,8.9.10.11|. Procedure: 0.54 g of [6-(hydroxymethyl)pyridin-3-yl]boronic acid, 3.3 g of caesium carbonate and 93 mg of 1,1′-bis(diphenylphosphino)ferrocenepalladium(II) dichloride as a complex with dichloromethane (1/1) [PdCl2(dppO'CH2Cl2] are successively added, under argon, to a solution of 0.8 g of 4-trifluoromethanesulphonyloxycarbazole, obtained in stage 1 of Example 1, in a mixture of 37 ml of dioxane and 12 ml of water. The reaction mixture is refluxed for 5 hours, cooled to ambient temperature and concentrated ... The reactants are COC(=O)c1sc(Br)c(Br)c1F, N#Cc1cc(B(O)O)ccc1OCc1ccccc1, Cc1ccccc1, [Na+], [Na+], O=C([O-])[O-], c1ccc(P(c2ccccc2)(c2ccccc2)[Pd](P(c2ccccc2)(c2ccccc2)c2ccccc2)(P(c2ccccc2)(c2ccccc2)c2ccccc2)P(c2ccccc2)(c2ccccc2)c2ccccc2)cc1. Yields the product COC(=O)c1sc(-c2ccc(OCc3ccccc3)c(C#N)c2)c(Br)c1F. As a reaction SMILES: [Br:20][c:21]1[c:22]([F:31])[c:23]([C:27](=[O:28])[O:29][CH3:30])[s:24][c:25]1[Br:26].[CH2:1]([c:2]1[cH:3][cH:4][cH:5][cH:6][cH:7]1)[O:8][c:9]1[c:10]([C:18]#[N:19])[cH:11][c:12]([B:15]([OH:16])[OH:17])[cH:13][cH:14]1.[CH3:38][c:39]1[cH:40][cH:41][cH:42][cH:43][cH:44]1.[Na+:32].[Na+:33].[O-:34][C:35](=[O:36])[O-:37].[cH:45]1[cH:46][cH:47][c:48]([P:49]([Pd:50]([P:51]([c:52]2[cH:53][cH:54][cH:55][cH:56][cH:57]2)([c:58]2[cH:59][cH:60][cH:61][cH:62][cH:63]2)[c:64]2[cH:65][cH:66][cH:67][cH:68][cH:69]2)([P:70]([c:71]2[cH:72][cH:73][cH:74][cH:75][cH:76]2)([c:77]2[cH:78][cH:79][cH:80][cH:81][cH:82]2)[c:83]2[cH:84][cH:85][cH:86][cH:87][cH:88]2)[P:89]([c:90]2[cH:91][cH:92][cH:93][cH:94][cH:95]2)([c:96]2[cH:97][cH:98][cH:99][cH:100][cH:101]2)[c:102]2[cH:103][cH:104][cH:105][cH:106][cH:107]2)([c:108]2[cH:109][cH:110][cH:111][cH:112][cH:113]2)[c:114]2[cH:115][cH:116][cH:117][cH:118][cH:119]2)[cH:120][cH:121]1>>[CH2:1]([c:2]1[cH:3][cH:4][cH:5][cH:6][cH:7]1)[O:8][c:9]1[c:10]([C:18]#[N:19])[cH:11][c:12](-[c:25]2[c:21]([Br:20])[c:22]([F:31])[c:23]([C:27](=[O:28])[O:29][CH3:30])[s:24]2)[cH:13][cH:14]1. Reactants: Cc1ccccc1, O=C(O)c1cccnc1Cl, [I-], [K+], Nc1ccccc1. Product: O=C(O)c1cccnc1Nc1ccccc1. Reaction SMILES: [CH3:20][c:21]1[cH:22][cH:23][cH:24][cH:25][cH:26]1.[Cl:1][c:2]1[c:3]([C:4](=[O:5])[OH:6])[cH:7][cH:8][cH:9][n:10]1.[I-:19].[K+:18].[NH2:11][c:12]1[cH:13][cH:14][cH:15][cH:16][cH:17]1>>[c:2]1([NH:11][c:12]2[cH:13][cH:14][cH:15][cH:16][cH:17]2)[c:3]([C:4](=[O:5])[OH:6])[cH:7][cH:8][cH:9][n:10]1.